Dataset: the Open Reaction Database (ORD), a public repository of structured organic reaction records. Task: describe an organic reaction: reactants, conditions, products, and yield The reactants are COC1=C(C=CC(=C1)N1CCN(CC1)C1CCN(CC1)C)N (2-methoxy-4-[4-(1-methyl-piperidin-4-yl)-piperazin-1-yl]-phenylamine), CS(=O)C1=NN2C(C=N1)=CC=C2C2=C(C=CC=C2)OC (2-methanesulfinyl-7-(2-methoxy-phenyl)-pyrrolo[2,1-f][1,2,4]triazine), C(C)(C)N(C(C)C)CC (N,N-diisopropylethylamine). Run in CO (methanol), COCCO (2-methoxyethanol). Run at temperature 180 celsius. Product: COC1=C(C=CC(=C1)N1CCN(CC1)C1CCN(CC1)C)NC1=NN2C(C=N1)=CC=C2C2=C(C=CC=C2)OC ({2-Methoxy-4-[4-(1-methyl-piperidin-4-yl)-piperazin-1-yl]-phenyl}-[7-(2-methoxy-phenyl)-pyrrolo[2,1-f][1,2,4]triazin-2-yl]-amine). The yield is 53.6%. As a reaction SMILES: [CH3:1][O:2][C:3]1[CH:8]=[C:7]([N:9]2[CH2:14][CH2:13][N:12]([CH:15]3[CH2:20][CH2:19][N:18]([CH3:21])[CH2:17][CH2:16]3)[CH2:11][CH2:10]2)[CH:6]=[CH:5][C:4]=1[NH2:22].CS([C:26]1[N:31]=[CH:30][C:29]2=[CH:32][CH:33]=[C:34]([C:35]3[CH:40]=[CH:39][CH:38]=[CH:37][C:36]=3[O:41][CH3:42])[N:28]2[N:27]=1)=O.C(N(CC)C(C)C)(C)C>COCCO.CO>[CH3:1][O:2][C:3]1[CH:8]=[C:7]([N:9]2[CH2:14][CH2:13][N:12]([CH:15]3[CH2:20][CH2:19][N:18]([CH3:21])[CH2:17][CH2:16]3)[CH2:11][CH2:10]2)[CH:6]=[CH:5][C:4]=1[NH:22][C:26]1[N:31]=[CH:30][C:29]2=[CH:32][CH:33]=[C:34]([C:35]3[CH:40]=[CH:39][CH:38]=[CH:37][C:36]=3[O:41][CH3:42])[N:28]2[N:27]=1. Procedure details: A solution of 2-methoxy-4-[4-(1-methyl-piperidin-4-yl)-piperazin-1-yl]-phenylamine (140 mg, 0.45 mmol) and 2-methanesulfinyl-7-(2-methoxy-phenyl)-pyrrolo[2,1-f][1,2,4]triazine (65 mg, 0.23 mmol) in 2-methoxyethanol (0.50 mL) was treated with N,N-diisopropylethylamine (59 uL, 0.34 mmol). The reaction was heated under microwave conditions at 300 watts at 180° C. for 90 minutes. The mixture was diluted with methanol (10 mL), filtered and concentrated. The residue was purified by preparative RP-HPLC... The reactants are BrC1=CC(=CS1)C(=O)N1CCN(CC1)C1=NC=C(C=C1C)C ((5-bromothiophen-3-yl) [4-(3,5-dimethylpyridin-2-yl)piperazin-1-yl]methanone), C[C@H]1NC(OC1)=O ((R)-4-methyloxazolidin-2-one). Yields the product CC=1C(=NC=C(C1)C)N1CCN(CC1)C(=O)C=1C=C(SC1)N1C(OC[C@H]1C)=O ((R)-3-{4-[4-(3,5-dimethylpyridin-2-yl)piperazine-1-carbonyl]thiophen-2-yl}-4-methyloxazolidin-2-one). The yield is 57.7%. RXN SMILES: Br[C:2]1[S:6][CH:5]=[C:4]([C:7]([N:9]2[CH2:14][CH2:13][N:12]([C:15]3[C:20]([CH3:21])=[CH:19][C:18]([CH3:22])=[CH:17][N:16]=3)[CH2:11][CH2:10]2)=[O:8])[CH:3]=1.[CH3:23][C@@H:24]1[CH2:28][O:27][C:26](=[O:29])[NH:25]1>>[CH3:21][C:20]1[C:15]([N:12]2[CH2:13][CH2:14][N:9]([C:7]([C:4]3[CH:3]=[C:2]([N:25]4[C@H:24]([CH3:23])[CH2:28][O:27][C:26]4=[O:29])[S:6][CH:5]=3)=[O:8])[CH2:10][CH2:11]2)=[N:16][CH:17]=[C:18]([CH3:22])[CH:19]=1. Procedure details: Using (5-bromothiophen-3-yl) [4-(3,5-dimethylpyridin-2-yl)piperazin-1-yl]methanone (107 mg) described in Preparation Example 244 and (R)-4-methyloxazolidin-2-one (34 mg) and by the reaction and treatment in the same manner as in Example 1, the title compound (65 mg) was obtained. The reactants are [BH4-], C1CCOC1, CCO, O=Cc1ccccc1, NCCCCCCN, [Na+], Cc1ccc(S(=O)(=O)O)cc1. Yields the product NCCCCCCNCc1ccccc1. Reaction SMILES: [BH4-:28].[CH2:30]1[O:31][CH2:32][CH2:33][CH2:34]1.[CH3:35][CH2:36][OH:37].[CH:1](=[O:2])[c:3]1[cH:4][cH:5][cH:6][cH:7][cH:8]1.[NH2:9][CH2:10][CH2:11][CH2:12][CH2:13][CH2:14][CH2:15][NH2:16].[Na+:29].[c:17]1([CH3:18])[cH:19][cH:20][c:21]([S:22]([OH:23])(=[O:24])=[O:25])[cH:26][cH:27]1>>[CH2:1]([c:3]1[cH:4][cH:5][cH:6][cH:7][cH:8]1)[NH:9][CH2:10][CH2:11][CH2:12][CH2:13][CH2:14][CH2:15][NH2:16]. Starting materials: ClC1=NOC(=N1)C1CN(CC(C1)C1=CC=C(C=C1)C(F)(F)F)C(=O)N1CCOCC1 ({3-(3-Chloro-1,2,4-oxadiazol-5-yl)-5-[4-(trifluoromethyl)phenyl]piperidin-1-yl}(morpholin-4-yl)methanone), [O-]CC.[Na+] (sodium ethoxide). The solvent is C(C)O (ethanol). Reaction conditions: temperature 40 celsius, time 2 day. Product: C(C)OC1=NOC(=N1)C1CN(CC(C1)C1=CC=C(C=C1)C(F)(F)F)C(=O)N1CCOCC1 ({3-(3-Ethoxy-1,2,4-oxadiazol-5-yl)-5-[4-(trifluoromethyl)phenyl]piperidin-1-yl}(morpholin-4-yl)methanone). RXN SMILES: Cl[C:2]1[N:6]=[C:5]([CH:7]2[CH2:12][CH:11]([C:13]3[CH:18]=[CH:17][C:16]([C:19]([F:22])([F:21])[F:20])=[CH:15][CH:14]=3)[CH2:10][N:9]([C:23]([N:25]3[CH2:30][CH2:29][O:28][CH2:27][CH2:26]3)=[O:24])[CH2:8]2)[O:4][N:3]=1.[O-:31][CH2:32][CH3:33].[Na+]>C(O)C>[CH2:32]([O:31][C:2]1[N:6]=[C:5]([CH:7]2[CH2:12][CH:11]([C:13]3[CH:18]=[CH:17][C:16]([C:19]([F:22])([F:21])[F:20])=[CH:15][CH:14]=3)[CH2:10][N:9]([C:23]([N:25]3[CH2:30][CH2:29][O:28][CH2:27][CH2:26]3)=[O:24])[CH2:8]2)[O:4][N:3]=1)[CH3:33] |f:1.2|. Reported procedure: To a solution of 150 mg (0.337 mmol) of the oxadiazole from Example 23A in 6.25 ml of ethanol were added 229 mg (3.37 mmol) of sodium ethoxide, and then the reaction mixture was stirred at RT for 3 days and at 40° C. for 2 days. The solvent was removed under reduced pressure and the crude product was purified by means of preparative HPLC. Yield: 16.8 mg (11% of theory) The reactants are FC(C(=O)O)(F)F (Trifluoroacetic acid), ClC1=C2C(=NC=C1)N(C(=C2)C=2CCN(CC2)C(=O)OC(C)(C)C)S(=O)(=O)C2=CC=C(C=C2)C (tert-butyl 4-[4-chloro-1-(p-tolylsulfonyl)pyrrolo[2,3-b]pyridin-2-yl]-3,6-dihydro-2H-pyridine-1-carboxylate). Run in C(Cl)Cl (CH2Cl2). Conditions: time 3 hour. Product: ClC1=C2C(=NC=C1)N(C(=C2)C=2CCNCC2)S(=O)(=O)C2=CC=C(C=C2)C (4-chloro-1-(p-tolylsulfonyl)-2-(1,2,3,6-tetrahydropyridin-4-yl)pyrrolo[2,3-b]pyridine). As a reaction SMILES: FC(F)(F)C(O)=O.[Cl:8][C:9]1[CH:14]=[CH:13][N:12]=[C:11]2[N:15]([S:31]([C:34]3[CH:39]=[CH:38][C:37]([CH3:40])=[CH:36][CH:35]=3)(=[O:33])=[O:32])[C:16]([C:18]3[CH2:19][CH2:20][N:21](C(OC(C)(C)C)=O)[CH2:22][CH:23]=3)=[CH:17][C:10]=12>C(Cl)Cl>[Cl:8][C:9]1[CH:14]=[CH:13][N:12]=[C:11]2[N:15]([S:31]([C:34]3[CH:35]=[CH:36][C:37]([CH3:40])=[CH:38][CH:39]=3)(=[O:33])=[O:32])[C:16]([C:18]3[CH2:19][CH2:20][NH:21][CH2:22][CH:23]=3)=[CH:17][C:10]=12. Procedure details: Trifluoroacetic acid (5 mL) was added to a solution of P-5-I (2.4 g) in CH2Cl2 (20 mL) at 0° C. and the reaction mixture was stirred at room temperature for 3 h. After completion of the reaction, solvents were removed under reduced pressure and saturated NaHCO3 (60 mL) solution was added to the residue. Extraction was carried out using EtOAc (50 mL×3); the combined organic layers were washed with water (100 mL); brine (100 mL); dried over anhydrous Na2SO4, filtered and concentrated under reduced... Reactants: CC(C)(C)N, CN(C)c1ccccn1, CCCCCCC, C(=NC1CCCCC1)=NC1CCCCC1, ClCCl, Nc1ccc(F)cc1C(=O)O, O=C1CCC(=O)N1O. Yields the product CC(C)(C)NC(=O)c1cc(F)ccc1N. Reaction SMILES: [C:44]([CH3:45])([CH3:46])([CH3:47])[NH2:48].[CH3:20][N:21]([c:22]1[cH:23][cH:24][cH:25][cH:26][n:27]1)[CH3:28].[CH3:52][CH2:53][CH2:54][CH2:55][CH2:56][CH2:57][CH3:58].[CH:29]1([N:30]=[C:31]=[N:32][CH:33]2[CH2:34][CH2:35][CH2:36][CH2:37][CH2:38]2)[CH2:39][CH2:40][CH2:41][CH2:42][CH2:43]1.[Cl:49][CH2:50][Cl:51].[NH2:1][c:2]1[c:3]([C:4](=[O:5])[OH:6])[cH:7][c:8]([F:11])[cH:9][cH:10]1.[OH:12][N:13]1[C:14](=[O:15])[CH2:16][CH2:17][C:18]1=[O:19]>>[NH2:1][c:2]1[c:3]([C:4](=[O:6])[NH:48][C:44]([CH3:45])([CH3:46])[CH3:47])[cH:7][c:8]([F:11])[cH:9][cH:10]1.